Dataset: the Open Reaction Database (ORD), a public repository of structured organic reaction records. Task: describe an organic reaction: reactants, conditions, products, and yield The reactants are OCCNN (2-hydroxyethyl hydrazine), ice, CN(C)C=C1C(CCCC1=O)=O (2-((dimethylamino)methylene)cyclohexane-1,3-dione). Run in CO (methanol). Run at time 20 minute. The product is OCCN1N=CC=2C(CCCC12)=O (1-(2-hydroxyethyl)-6,7-dihydro-1H-indazol-4(5H)-one). Reaction SMILES: [OH:1][CH2:2][CH2:3][NH:4][NH2:5].CN([CH:9]=[C:10]1[C:15](=[O:16])[CH2:14][CH2:13][CH2:12][C:11]1=O)C>CO>[OH:1][CH2:2][CH2:3][N:4]1[C:11]2[CH2:12][CH2:13][CH2:14][C:15](=[O:16])[C:10]=2[CH:9]=[N:5]1. Reported procedure: 2-hydroxyethyl hydrazine (1.36 mL, 20 mmol) was slowly added to an ice-cooled solution of 2-((dimethylamino)methylene)cyclohexane-1,3-dione (3.34 g) in methanol (50 mL). After stirring at room temperature for 20 min, the solvent was evaporated. Flash chromatography (SiO2, EtOAc/MeOH=100:5 to 100:7 to 100:10) gave the title compound as a white solid. B. Preparation of 1-(2-(tert-butyldimethylsilyloxy)ethyl)-6,7-dihydro-1H-indazol-4(5H)-one. Reactants: CC(C)(C)c1cccc(Br)c1, CO, O=S(=O)(O)Cl, ClCCl. Yields the product CC(C)(C)c1ccc(S(=O)(=O)O)c(Br)c1. Reaction SMILES: [Br:1][c:2]1[cH:3][c:4]([C:8]([CH3:9])([CH3:10])[CH3:11])[cH:5][cH:6][cH:7]1.[CH3:17][OH:18].[Cl:12][S:13](=[O:14])(=[O:15])[OH:16].[Cl:19][CH2:20][Cl:21]>>[Br:1][c:2]1[cH:3][c:4]([C:8]([CH3:9])([CH3:10])[CH3:11])[cH:5][cH:6][c:7]1[S:13](=[O:14])(=[O:15])[OH:16]. Starting materials: CN1CCCC1=N, O=C=Nc1ccccc1, c1ccccc1. Product: CN1CCCC1=NC(=O)Nc1ccccc1. As a reaction SMILES: [NH:1]=[C:2]1[N:3]([CH3:7])[CH2:4][CH2:5][CH2:6]1.[c:8]1([N:14]=[C:15]=[O:16])[cH:9][cH:10][cH:11][cH:12][cH:13]1.[cH:17]1[cH:18][cH:19][cH:20][cH:21][cH:22]1>>[N:1](=[C:2]1[N:3]([CH3:7])[CH2:4][CH2:5][CH2:6]1)[C:15]([NH:14][c:8]1[cH:9][cH:10][cH:11][cH:12][cH:13]1)=[O:16].